From a dataset of the Open Reaction Database (ORD), a public repository of structured organic reaction records. describe an organic reaction: reactants, conditions, products, and yield Reactants: CCOC(=O)c1c(C(C)C)nc(C(C)C)c(CO)c1-c1ccc(F)cc1, ClCCl, O=[Cr](=O)([O-])Cl, c1cc[nH+]cc1. Product: CCOC(=O)c1c(C(C)C)nc(C(C)C)c(C=O)c1-c1ccc(F)cc1. Reaction SMILES: [CH:12]([CH3:13])([CH3:14])[c:15]1[n:16][c:17]([CH:35]([CH3:36])[CH3:37])[c:18]([C:30](=[O:31])[O:32][CH2:33][CH3:34])[c:19](-[c:23]2[cH:24][cH:25][c:26]([F:29])[cH:27][cH:28]2)[c:20]1[CH2:21][OH:22].[Cl:38][CH2:39][Cl:40].[O:1]=[Cr:2]([Cl:3])([O-:4])=[O:5].[nH+:6]1[cH:7][cH:8][cH:9][cH:10][cH:11]1>>[CH:12]([CH3:13])([CH3:14])[c:15]1[n:16][c:17]([CH:35]([CH3:36])[CH3:37])[c:18]([C:30](=[O:31])[O:32][CH2:33][CH3:34])[c:19](-[c:23]2[cH:24][cH:25][c:26]([F:29])[cH:27][cH:28]2)[c:20]1[CH:21]=[O:22]. Reactants: SCC(=O)O (Mercaptoacetic acid), C[O-].[Na+] (sodium methoxide), C12C(CCC1)O2 (cyclopentene oxide). Solvent: CO (methanol). Reaction conditions: time 20 minute. The product is O[C@H]1[C@@H](CCC1)SCC(=O)O (trans-[(2-Hydroxycyclopentyl)thio]acetic acid). Reaction SMILES: [SH:1][CH2:2][C:3]([OH:5])=[O:4].C[O-].[Na+].[CH:9]12[O:14][CH:10]1[CH2:11][CH2:12][CH2:13]2>CO>[OH:14][C@@H:10]1[CH2:11][CH2:12][CH2:13][C@H:9]1[S:1][CH2:2][C:3]([OH:5])=[O:4] |f:1.2|. Procedure: Mercaptoacetic acid (22.5 g 0.244 mole) was added to a cold (+5° C.) solution of sodium methoxide [prepared from sodium (11.2 g, 0.488 mole)] in methanol (125 ml). After stirring for 20 minutes, cyclopentene oxide (19.5 g, 0.23 mole) was added dropwise over 20 minutes to the cold solution. The ice bath was removed and the reaction was refluxed for 45 minutes. The reaction was cooled to room temperature and made acidic by the addition of 4N hydrochloric acid. Water (100 ml) was added and the mixt... Yields the product COC(=O)N(C)c1cc(C(C)(C)C)[nH]n1. As a reaction SMILES: [C:12](=[O:13])([OH:14])[O-:15].[CH3:1][NH:2][c:3]1[n:4][nH:5][c:6]([C:8]([CH3:9])([CH3:10])[CH3:11])[cH:7]1.[Cl:17][C:18](=[O:19])[O:20][CH3:21].[Na+:16].[OH2:22]>>[CH3:1][N:2]([c:3]1[n:4][nH:5][c:6]([C:8]([CH3:9])([CH3:10])[CH3:11])[cH:7]1)[C:18](=[O:19])[O:20][CH3:21]. Reactants: O=C([O-])O, CNc1cc(C(C)(C)C)[nH]n1, COC(=O)Cl, [Na+], O. Reactants: Cl.CN(CCCN=C=NCC)C (1-(3-dimethylaminopropyl)-3-ethylcarbodiimide hydrochloride), C(=O)(O)[O-].[Na+] (NaHCO3), C(C)OC(CC(N1NCCC1)=O)=O (3-oxo-3-pyrazolidin-1-yl propionic acid ethyl ester), CSC1=NC=CC(=N1)C(=O)O (2-methylsulfanyl-pyrimidine-4-carboxylic acid), ON1N=NC2=C1C=CC=C2 (1-hydroxybenzotriazole). Solvent: CN(C)C=O (DMF). Reaction conditions: time 22 hour. The product is C(C)OC(CC(=O)N1N(CCC1)C(=O)C1=NC(=NC=C1)SC)=O (3-[2-(2-Methylsulfanyl-pyrimidine-4-carbonyl)-pyrazolidin-1-yl]-3-oxo-propionic acid ethyl ester). RXN SMILES: [CH2:1]([O:3][C:4](=[O:13])[CH2:5][C:6](=[O:12])[N:7]1[CH2:11][CH2:10][CH2:9][NH:8]1)[CH3:2].[CH3:14][S:15][C:16]1[N:21]=[C:20]([C:22](O)=[O:23])[CH:19]=[CH:18][N:17]=1.ON1C2C=CC=CC=2N=N1.Cl.CN(C)CCCN=C=NCC.C([O-])(O)=O.[Na+]>CN(C=O)C>[CH2:1]([O:3][C:4](=[O:13])[CH2:5][C:6]([N:7]1[CH2:11][CH2:10][CH2:9][N:8]1[C:22]([C:20]1[CH:19]=[CH:18][N:17]=[C:16]([S:15][CH3:14])[N:21]=1)=[O:23])=[O:12])[CH3:2] |f:3.4,5.6|. Reported procedure: To a solution of the 3-oxo-3-pyrazolidin-1-yl propionic acid ethyl ester, 11, (8.8 g, 47.7 mmol) in DMF (165 mL) is added 2-methylsulfanyl-pyrimidine-4-carboxylic acid (8.5 g, 50.1 mmol), followed by 1-hydroxybenzotriazole (12.9 g, 95.5 mmol) and then 1-(3-dimethylaminopropyl)-3-ethylcarbodiimide hydrochloride (11.0 g, 57.3 mmol). The reaction mixture is stirred at room temperature for 22 hours then poured into aqueous saturated NaHCO3. The aqueous phase is extracted three times with EtOAc and t... Reactants: CC1=C(N=C(N1)C1=CC=CC=C1)C=O (5-methyl-2-phenyl-4-imidazolecarboxaldehyde), C(NN)(=O)OCC (ethyl carbazate). Reagents/catalysts: C(C)O (ethanol). The solvent is C(C)(=O)O (acetic acid). Run at temperature 0 celsius. Product: C(C)OC(NN=CC=1N=C(NC1C)C1=CC=CC=C1)=O (3-[(5-Methyl-2-phenyl-4-imidazolyl)methylene]carbazic acid ethyl ester). RXN SMILES: [CH3:1][C:2]1[NH:6][C:5]([C:7]2[CH:12]=[CH:11][CH:10]=[CH:9][CH:8]=2)=[N:4][C:3]=1[CH:13]=O.[C:15]([O:19][CH2:20][CH3:21])(=[O:18])[NH:16][NH2:17]>C(O)C.C(O)(=O)C>[CH2:20]([O:19][C:15](=[O:18])[NH:16][N:17]=[CH:13][C:3]1[N:4]=[C:5]([C:7]2[CH:8]=[CH:9][CH:10]=[CH:11][CH:12]=2)[NH:6][C:2]=1[CH3:1])[CH3:21]. Reported procedure: A mixture of 10.25 gm. of 5-methyl-2-phenyl-4-imidazolecarboxaldehyde and 5.72 gm. of ethyl carbazate in 30 ml. of ethanol containing one drop of acetic acid is boiled for 30 minutes. The mixture is cooled to 0° C. and concentrated under an air stream on a steam bath. A 50 ml. portion of carbon tetrachloride is added and the mixture is cooled to 0° C. overnight. The solid is collected giving the desired product, m.p. 209°-211° C. Reactants: ClC(Cl)(Cl)Cl, CCOCC, CC#N, [O-][I+3]([O-])([O-])[O-], [N-]=[N+]=NC(Cc1ccccc1)C(O)CO, [Na+], O, O, O, O, Cl[Ru](Cl)Cl, O=S(Cl)Cl. The product is [N-]=[N+]=NC(Cc1ccccc1)C1COS(=O)(=O)O1. RXN SMILES: [C:20]([Cl:21])([Cl:22])([Cl:23])[Cl:24].[CH3:39][CH2:40][O:41][CH2:42][CH3:43].[CH3:44][C:45]#[N:46].[I+3:25]([O-:26])([O-:27])([O-:28])[O-:29].[N:5](=[N+:6]=[N-:7])[CH:8]([CH:9]([CH2:10][OH:11])[OH:12])[CH2:13][c:14]1[cH:15][cH:16][cH:17][cH:18][cH:19]1.[Na+:30].[OH2:31].[OH2:32].[OH2:33].[OH2:38].[Ru:34]([Cl:35])([Cl:36])[Cl:37].[S:1](=[O:2])([Cl:3])[Cl:4]>>[S:1]1(=[O:2])(=[O:26])[O:11][CH2:10][CH:9]([CH:8]([N:5]=[N+:6]=[N-:7])[CH2:13][c:14]2[cH:15][cH:16][cH:17][cH:18][cH:19]2)[O:12]1. The reactants are FC(C(=O)N1CCC2=C(C(C1)C)C=C(C(=C2)O)Br)(F)F (N-trifluoroacetyl-8-bromo-7-hydroxy-1-methyl-2,3,4,5-tetrahydro-1H-3-benzazepine), [OH-].[Na+] (NaOH). The solvent is O (water), CO (methanol). Conditions: time 8 hour. Product: BrC=1C(=CC2=C(C(CNCC2)C)C1)O (8-Bromo-7-hydroxy-1-methyl-2,3,4,5-tetrahydro-1H-3-benzazepine). The yield is 95.0%. Reaction SMILES: FC(F)(F)C([N:5]1[CH2:11][CH:10]([CH3:12])[C:9]2[CH:13]=[C:14]([Br:18])[C:15]([OH:17])=[CH:16][C:8]=2[CH2:7][CH2:6]1)=O.[OH-].[Na+]>CO.O>[Br:18][C:14]1[C:15]([OH:17])=[CH:16][C:8]2[CH2:7][CH2:6][NH:5][CH2:11][CH:10]([CH3:12])[C:9]=2[CH:13]=1 |f:1.2|. Reported procedure: A solution of N-trifluoroacetyl-8-bromo-7-hydroxy-1-methyl-2,3,4,5-tetrahydro-1H-3-benzazepine (0.655 g, 1.89 mmol) in methanol (20 mL) was treated with 15% aqueous NaOH (20 mL), and stirred overnight at 20 C. The product mixture was diluted with water (100 mL), extracted twice with EtOAc (100 mL), the combined organic phases were washed with brine (100 mL), dried with Na2SO4 and concentrated to give 0.460 g of a clear oil. 1H NMR (400 MHz, DMSO-d6) d 7.11 (s, 1 H), 6.65 (s, 1 H), 2.90 (m, 1 H),...